The task is: describe an organic reaction: reactants, conditions, products, and yield. This data is from the Open Reaction Database (ORD), a public repository of structured organic reaction records. Starting materials: CC(=O)O, CO, [Fe], O=[N+]([O-])c1ccc(OCc2ccccc2)nc1, [Na+], [OH-], O. Reaction SMILES: [C:23]([OH:24])(=[O:25])[CH3:26].[CH3:20][OH:21].[Fe:27].[N+:1]([O-:2])(=[O:3])[c:4]1[cH:5][cH:6][c:7]([O:10][CH2:11][c:12]2[cH:13][cH:14][cH:15][cH:16][cH:17]2)[n:8][cH:9]1.[Na+:19].[OH-:18].[OH2:22]>>[NH2:1][c:4]1[cH:5][cH:6][c:7]([O:10][CH2:11][c:12]2[cH:13][cH:14][cH:15][cH:16][cH:17]2)[n:8][cH:9]1. Yields the product Nc1ccc(OCc2ccccc2)nc1.